Dataset: the Open Reaction Database (ORD), a public repository of structured organic reaction records. Task: describe an organic reaction: reactants, conditions, products, and yield The yield is 78.4%. As a reaction SMILES: [CH2:1]([O:3][C:4]([C:6]1[CH:11]=[CH:10][C:9]([Zn]I)=[CH:8][CH:7]=1)=[O:5])[CH3:2].[CH:14]1([C:17](Cl)=[O:18])[CH2:16][CH2:15]1>C1COCC1.Cl[Pd](Cl)(P(C1C=CC=CC=1)(C1C=CC=CC=1)C1C=CC=CC=1)P(C1C=CC=CC=1)(C1C=CC=CC=1)C1C=CC=CC=1>[CH:14]1([C:17]([C:9]2[CH:10]=[CH:11][C:6]([C:4]([O:3][CH2:1][CH3:2])=[O:5])=[CH:7][CH:8]=2)=[O:18])[CH2:16][CH2:15]1. Reactants: C(C)OC(=O)C1=CC=C(C=C1)[Zn]I ((4-Ethoxycarbonylphenyl)-iodo-zinc), C1(CC1)C(=O)Cl (cyclopropanecarbonyl chloride). The product is C1(CC1)C(=O)C1=CC=C(C(=O)OCC)C=C1 (ethyl 4-(cyclopropanecarbonyl)benzoate). Reaction conditions: time 15 minute. The reagents and catalysts are Cl[Pd](P(C1=CC=CC=C1)(C1=CC=CC=C1)C1=CC=CC=C1)(P(C1=CC=CC=C1)(C1=CC=CC=C1)C1=CC=CC=C1)Cl (dichloro-bis(triphenylphosphoranyl)palladium). Solvent: C1CCOC1 (THF). Procedure: (4-Ethoxycarbonylphenyl)-iodo-zinc (20 mL of 0.5 M in THF, 10.0 mmol) was added over 10 min to dichloro-bis(triphenylphosphoranyl)palladium (211 mg, 0.3 mmol) in THF (20 mL) under an atmosphere of nitrogen at 0° C. The reaction mixture was stirred for 15 minutes, cyclopropanecarbonyl chloride (941 mg, 817 μL, 9.0 mmol) was added dropwise at 0° C. and stirred for 2 hours. The reaction mixture was quenched with 1M HCl (20 mL), extracted with ethyl acetate (2×50 mL). The organic layer was washed se... Reactants: COC1=CC=C(C=C1)S(=O)(=O)CCC=O (3-[(4-methoxyphenyl)sulfonyl]propan-1-al), C1(=CC=CC=C1)[Mg]Cl (phenylmagnesium chloride), C(C)(=O)OCC (ethyl acetate), [Cl-].[NH4+] (ammonium chloride). The solvent is C1CCOC1 (THF), O (water), C1CCOC1 (THF). Conditions: time 1.5 hour. Reaction SMILES: [C:1]1([Mg]Cl)[CH:6]=[CH:5][CH:4]=[CH:3][CH:2]=1.[CH3:9][O:10][C:11]1[CH:16]=[CH:15][C:14]([S:17]([CH2:20][CH2:21][CH:22]=[O:23])(=[O:19])=[O:18])=[CH:13][CH:12]=1.[Cl-].[NH4+].C(OCC)(=O)C>C1COCC1.O>[CH3:9][O:10][C:11]1[CH:12]=[CH:13][C:14]([S:17]([CH2:20][CH2:21][CH:22]([C:1]2[CH:6]=[CH:5][CH:4]=[CH:3][CH:2]=2)[OH:23])(=[O:18])=[O:19])=[CH:15][CH:16]=1 |f:2.3|. The product is COC1=CC=C(C=C1)S(=O)(=O)CCC(O)C1=CC=CC=C1 (3-[(4-methoxyphenyl)sulfonyl]-1-phenylpropan-1-ol). Procedure: Part B: To 11.4 mL (3.2 g, 23 mM) of a 2.0 M phenylmagnesium chloride solution in THF at zero° C., was added 2.6 g (11 mmol) of 3-[(4-methoxyphenyl)sulfonyl]propan-1-al from Part A in 20 mL of THF. After 1.5 hours, the reaction mixture was cooled to zero° C. and 20 mL of saturated ammonium chloride solution was added, followed by ethyl acetate and water, the organic layer was separated and washed with 5% potassium hydrogen sulfate solution, saturated sodium bicarbonate solution and brine, dried ... The reactants are CS(=O)(=O)C1C2=C(OCC3=C1C=CC=C3)C=CC(=C2)C(=O)OC (Methyl 6,11-Dihydro-11-methylsulfonyldibenz[b,e]oxepin-2-carboxylate), [OH-].[Na+] (sodium hydroxide), Cl (hydrochloric acid). The solvent is O (water). Yields the product CS(=O)(=O)C1C2=C(OCC3=C1C=CC=C3)C=CC(=C2)C(=O)O (6,11-Dihydro-11-methylsulfonyldibenz[b,e]oxepin-2-carboxylic Acid). Reaction SMILES: [CH3:1][S:2]([CH:5]1[C:11]2[CH:12]=[CH:13][CH:14]=[CH:15][C:10]=2[CH2:9][O:8][C:7]2[CH:16]=[CH:17][C:18]([C:20]([O:22]C)=[O:21])=[CH:19][C:6]1=2)(=[O:4])=[O:3].[OH-].[Na+].Cl>O>[CH3:1][S:2]([CH:5]1[C:11]2[CH:12]=[CH:13][CH:14]=[CH:15][C:10]=2[CH2:9][O:8][C:7]2[CH:16]=[CH:17][C:18]([C:20]([OH:22])=[O:21])=[CH:19][C:6]1=2)(=[O:4])=[O:3] |f:1.2|. Procedure: Reflux 1 gm. of the ester of Step A and 40 cc. of 1 N aqueous sodium hydroxide for 15 minutes. Strip to dryness and dissolve the residue in water. Acidify with aqueous hydrochloric acid. Separate the solids by filtration to obtain the title product (m.p. 251° C. dec.).